This data is from the Open Reaction Database (ORD), a public repository of structured organic reaction records. The task is: describe an organic reaction: reactants, conditions, products, and yield Reactants: COCCCN(C(=O)C(CCC(=O)O)CS(=O)(=O)C1=CC2=CC=CC=C2C=C1)CCCCC ((-)-4-[N-(3-methoxypropyl)-N-pentylcarbamoyl]-5-(2-naphthylsulfonyl)pentanoic acid), N[C@@H](CCCNC(N)=N)C(=O)O (L-arginine). Run in C(C)O (ethanol), O (water). Conditions: temperature 40 celsius. Yields the product O.COCCCN(C(=O)C(CCC(=O)O)CS(=O)(=O)C1=CC2=CC=CC=C2C=C1)CCCCC.N[C@@H](CCCNC(N)=N)C(=O)O (L-arginine (-)-4-[N-(3-methoxypropyl)-N-pentylcarbamoyl]-5-(2-naphthylsulfonyl)pentanoic acid monohydrate). The yield is 179.2%. As a reaction SMILES: [CH3:1][O:2][CH2:3][CH2:4][CH2:5][N:6]([CH2:29][CH2:30][CH2:31][CH2:32][CH3:33])[C:7]([CH:9]([CH2:15][S:16]([C:19]1[CH:28]=[CH:27][C:26]2[C:21](=[CH:22][CH:23]=[CH:24][CH:25]=2)[CH:20]=1)(=[O:18])=[O:17])[CH2:10][CH2:11][C:12]([OH:14])=[O:13])=[O:8].[NH2:34][C@H:35]([C:43]([OH:45])=[O:44])[CH2:36][CH2:37][CH2:38][NH:39][C:40](=[NH:42])[NH2:41]>C(O)C.O>[OH2:2].[CH3:1][O:2][CH2:3][CH2:4][CH2:5][N:6]([CH2:29][CH2:30][CH2:31][CH2:32][CH3:33])[C:7]([CH:9]([CH2:15][S:16]([C:19]1[CH:28]=[CH:27][C:26]2[C:21](=[CH:22][CH:23]=[CH:24][CH:25]=2)[CH:20]=1)(=[O:17])=[O:18])[CH2:10][CH2:11][C:12]([OH:14])=[O:13])=[O:8].[NH2:34][C@H:35]([C:43]([OH:45])=[O:44])[CH2:36][CH2:37][CH2:38][NH:39][C:40](=[NH:41])[NH2:42] |f:4.5.6|. Procedure details: In a solution of ethanol (19.5 ml) and water (1.2 ml) was dissolved (-)-4-[N-(3-methoxypropyl)-N-pentylcarbamoyl]-5-(2-naphthylsulfonyl)pentanoic acid (7.80 g) and L-arginine (2.84 g) with stirring at 40° C. Insoluble materials (e.g. trash) were collected by filtration and washed with a mixture of ethanol (7 ml) and water (1.3 ml). After combining the filtrate and washing, the mixture was allowed to stand at room temperature, and the precipitated crystals were collected by filtration to obtain 9... Conditions: time 1 hour. Reported procedure: To a solution of (3,4-dimethyl-phenyl)-[2-(6-trifluoromethyl-pyridin-3-yl)-ethyl]-amine (800 mg, 0.27 mmol, prepared as described in example 1, step 3) in CH2Cl2 (3 mL) was added under a nitrogen atmosphere at 0° C. benzoylformic acid (61 mg, 0.41 mmol), EDC (130 mg, 0.68 mmol). After stirring for 1 h, the mixture was concentrated and redissolved in MeOH (3 mL) and treated with NaBH4 (206 mg, 5.44 mmol) and stirring continued for 3 h at ambient temperature. It was diluted with TBME (15 mL) and a... Reactants: CC=1C=C(C=CC1C)NCCC=1C=NC(=CC1)C(F)(F)F ((3,4-dimethyl-phenyl)-[2-(6-trifluoromethyl-pyridin-3-yl)-ethyl]-amine), C(C1=CC=CC=C1)(=O)C(=O)O (benzoylformic acid), C(CCl)Cl (EDC), [BH4-].[Na+] (NaBH4). Yields the product CC=1C=C(C=CC1C)N(C([C@H](C1=CC=CC=C1)O)=O)CCC=1C=NC(=CC1)C(F)(F)F ((S)—N-(3,4-Dimethyl-phenyl)-2-hydroxy-2-phenyl-N-[2-(6-trifluoromethyl-pyridin-3-yl)-ethyl]-acetamide). The solvent is C(Cl)Cl (CH2Cl2), CC(C)(C)OC (TBME), C(=O)([O-])[O-].[K+].[K+] (K2CO3). Yield: 67.4%. As a reaction SMILES: [CH3:1][C:2]1[CH:3]=[C:4]([NH:9][CH2:10][CH2:11][C:12]2[CH:13]=[N:14][C:15]([C:18]([F:21])([F:20])[F:19])=[CH:16][CH:17]=2)[CH:5]=[CH:6][C:7]=1[CH3:8].[C:22]([C:30](O)=[O:31])(=[O:29])[C:23]1[CH:28]=[CH:27][CH:26]=[CH:25][CH:24]=1.C(Cl)CCl.[BH4-].[Na+]>C(Cl)Cl.CC(OC)(C)C.C([O-])([O-])=O.[K+].[K+]>[CH3:1][C:2]1[CH:3]=[C:4]([N:9]([CH2:10][CH2:11][C:12]2[CH:13]=[N:14][C:15]([C:18]([F:21])([F:20])[F:19])=[CH:16][CH:17]=2)[C:30](=[O:31])[C@@H:22]([OH:29])[C:23]2[CH:28]=[CH:27][CH:26]=[CH:25][CH:24]=2)[CH:5]=[CH:6][C:7]=1[CH3:8] |f:3.4,7.8.9|. The reactants are solution, C(CCl)Cl (EDC), ON1N=NC2=C1N=CC=C2 (1-hydroxy-7-azabenzotriazole), C1(CC1)C=1C=C(C2=C(N1)N(N=C2)C(C)C)C(=O)O (6-cyclopropyl-1-(1-methylethyl)-1H-pyrazolo[3,4-b]pyridine-4-carboxylic acid), Cl.NCC=1C(NC(=CC1C)C1CC1)=O (3-(aminomethyl)-6-cyclopropyl-4-methyl-2(1H)-pyridinone hydrochloride), CN1CCOCC1 (N-methylmorpholine). Run in CS(=O)C (DMSO), O (water). Reaction conditions: time 8 hour. Product: C1(CC1)C=1C=C(C2=C(N1)N(N=C2)C(C)C)C(=O)NCC=2C(NC(=CC2C)C2CC2)=O (6-Cyclopropyl-N-[(6-cyclopropyl-4-methyl-2-oxo-1,2-dihydro-3-pyridinyl)methyl]-1-(1-methylethyl)-1H-pyrazolo[3,4-b]pyridine-4-carboxamide). Reaction SMILES: [CH:1]1([C:4]2[CH:5]=[C:6]([C:16]([OH:18])=O)[C:7]3[CH:12]=[N:11][N:10]([CH:13]([CH3:15])[CH3:14])[C:8]=3[N:9]=2)[CH2:3][CH2:2]1.Cl.[NH2:20][CH2:21][C:22]1[C:23](=[O:32])[NH:24][C:25]([CH:29]2[CH2:31][CH2:30]2)=[CH:26][C:27]=1[CH3:28].ON1C2N=CC=CC=2N=N1.C(Cl)CCl.CN1CCOCC1>O.CS(C)=O>[CH:1]1([C:4]2[CH:5]=[C:6]([C:16]([NH:20][CH2:21][C:22]3[C:23](=[O:32])[NH:24][C:25]([CH:29]4[CH2:30][CH2:31]4)=[CH:26][C:27]=3[CH3:28])=[O:18])[C:7]3[CH:12]=[N:11][N:10]([CH:13]([CH3:14])[CH3:15])[C:8]=3[N:9]=2)[CH2:2][CH2:3]1 |f:1.2|. Procedure details: To a 4 mL solution of DMSO were sequentially added 6-cyclopropyl-1-(1-methylethyl)-1H-pyrazolo[3,4-b]pyridine-4-carboxylic acid (0.11 g, 0.448 mmol), 3-(aminomethyl)-6-cyclopropyl-4-methyl-2(1H)-pyridinone hydrochloride (0.106 g, 0.493 mmol), 1-hydroxy-7-azabenzotriazole (0.073 g, 0.538 mmol), EDC (0.103 g, 0.538 mmol), and then N-methylmorpholine (0.197 mL, 1.79 mmol) via syringe. After stirring overnight at room temperature, the suspension was diluted with 50 mL of water and stirred for 15 min... Product: O=Cc1cccc(C(=O)NCc2ccc(F)c(Br)c2)c1. The reactants are NCc1ccc(F)c(Br)c1, O=Cc1cccc(C(=O)O)c1. Reaction SMILES: [Br:1][c:2]1[cH:3][c:4]([CH2:5][NH2:6])[cH:7][cH:8][c:9]1[F:10].[CH:11](=[O:12])[c:13]1[cH:14][c:15]([C:16](=[O:17])[OH:18])[cH:19][cH:20][cH:21]1>>[Br:1][c:2]1[cH:3][c:4]([CH2:5][NH:6][C:16]([c:15]2[cH:14][c:13]([CH:11]=[O:12])[cH:21][cH:20][cH:19]2)=[O:17])[cH:7][cH:8][c:9]1[F:10]. Run in CC(=O)N(C)C (DMA), CC(=O)N(C)C (DMA), CC(=O)N(C)C (DMA), CC(=O)N(C)C (DMA), CC(=O)N(C)C (DMA), CC(=O)N(C)C (DMA), CC(=O)N(C)C (DMA). Run at temperature 22 celsius, time 18 hour. The product is CO[C@@H]1[C@@H](C[C@H]2O[C@]1(C)n3c4ccccc4c5c6CNC(=O)c6c7c8ccccc8n2c7c35)N(C)C9CCN(CC9)c%10ccc(F)c(F)c%10, CN[C@@H]1C[C@H]2O[C@@](C)([C@@H]1OC)n1c3ccccc3c3c4c(c5c6ccccc6n2c5c31)C(=O)NC4 (Staurosporine), c1ccc(-c2ccccc2)cc1 (biphenyl), Fc1ccc(cc1F)N2CCC(O)CC2. Reactants: CN[C@@H]1C[C@H]2O[C@@](C)([C@@H]1OC)n1c3ccccc3c3c4c(c5c6ccccc6n2c5c31)C(=O)NC4 (staurosporine), Fc1ccc(cc1F)N2CCC(=O)CC2. The reagents and catalysts are CC(C)[O-].CC(C)[O-].CC(C)[O-].CC(C)[O-].[Ti+4] (Ti(OiPr)4), CC(=O)O (acetic acid), CC(=O)O[BH-](OC(C)=O)OC(C)=O.[Na+] (Sodium triacetoxyborohydride). Reactants: CCc1cc(CO)cc(Nc2ncc(C#N)s2)n1, CN(C)C=O, ClCCl, O=P(Cl)(Cl)Cl. Yields the product CCc1cc(CCl)cc(Nc2ncc(C#N)s2)n1. As a reaction SMILES: [CH2:1]([CH3:2])[c:3]1[cH:4][c:5]([CH2:17][OH:18])[cH:6][c:7]([NH:9][c:10]2[s:11][c:12]([C:15]#[N:16])[cH:13][n:14]2)[n:8]1.[CH3:19][N:20]([CH3:21])[CH:22]=[O:23].[Cl:29][CH2:30][Cl:31].[P:24]([Cl:25])([Cl:26])([Cl:27])=[O:28]>>[CH2:1]([CH3:2])[c:3]1[cH:4][c:5]([CH2:17][Cl:26])[cH:6][c:7]([NH:9][c:10]2[s:11][c:12]([C:15]#[N:16])[cH:13][n:14]2)[n:8]1. Reaction SMILES: [C:11](=[O:12])([O-:13])[O-:14].[CH3:25][N:26]([CH3:27])[CH:28]=[O:29].[CH:19]1([Br:24])[CH2:20][CH2:21][CH2:22][CH2:23]1.[Cl:1][c:2]1[c:3]([OH:10])[cH:4][c:5]([NH2:9])[c:6]([F:8])[cH:7]1.[I-:18].[K+:15].[K+:16].[K+:17].[OH2:30]>>[Cl:1][c:2]1[c:3]([O:10][CH:19]2[CH2:20][CH2:21][CH2:22][CH2:23]2)[cH:4][c:5]([NH2:9])[c:6]([F:8])[cH:7]1. The product is Nc1cc(OC2CCCC2)c(Cl)cc1F. Starting materials: O=C([O-])[O-], CN(C)C=O, BrC1CCCC1, Nc1cc(O)c(Cl)cc1F, [I-], [K+], [K+], [K+], O. The reactants are C(C)(C)(C)OC(=O)N1CC(C1)CNCC1=C(C=C(C=C1)Cl)Cl (3-[(2,4-dichlorobenzylamino)-methyl]-azetidine-1-carboxylic acid tert-butyl ester), C(=C)C(=O)C (methyl vinyl ketone). Solvent: C(Cl)(Cl)Cl (CHCl3). Yields the product C(C)(C)(C)OC(=O)N1CC(C1)CN(CCC(C)=O)CC1=C(C=C(C=C1)Cl)Cl (3-{[(2,4-dichlorobenzyl)-(3-oxo-butyl)-amino]-methyl}-azetidine-1-carboxylic acid tert-butyl ester). The yield is 81.4%. Reaction SMILES: [C:1]([O:5][C:6]([N:8]1[CH2:11][CH:10]([CH2:12][NH:13][CH2:14][C:15]2[CH:20]=[CH:19][C:18]([Cl:21])=[CH:17][C:16]=2[Cl:22])[CH2:9]1)=[O:7])([CH3:4])([CH3:3])[CH3:2].[CH:23]([C:25]([CH3:27])=[O:26])=[CH2:24]>C(Cl)(Cl)Cl>[C:1]([O:5][C:6]([N:8]1[CH2:11][CH:10]([CH2:12][N:13]([CH2:14][C:15]2[CH:20]=[CH:19][C:18]([Cl:21])=[CH:17][C:16]=2[Cl:22])[CH2:24][CH2:23][C:25](=[O:26])[CH3:27])[CH2:9]1)=[O:7])([CH3:4])([CH3:2])[CH3:3]. Procedure: To a solution of 3-[(2,4-dichlorobenzylamino)-methyl]-azetidine-1-carboxylic acid tert-butyl ester (200 mg, 0.58 mmol) in CHCl3 (3 mL) is added methyl vinyl ketone (0.12 mL, 1.45 mmol). The reaction is refluxed under N2 overnight and concentrated. The crude product is purified by flash chromatography on silica gel eluting with 5% EtOH (10% NH4OH)/chloroform to yield 196 mg (81%) of 3-{[(2,4-dichlorobenzyl)-(3-oxo-butyl)-amino]-methyl}-azetidine-1-carboxylic acid tert-butyl ester. 1H NMR (400 MHz... The reactants are CC[SiH](CC)CC, O=C(CCl)c1cc2c(s1)C(=O)NCCC2, O, O=C(O)C(F)(F)F. Product: O=C1NCCCc2cc(CCCl)sc21. Reaction SMILES: [CH2:17]([SiH:18]([CH2:19][CH3:20])[CH2:21][CH3:22])[CH3:23].[Cl:1][CH2:2][C:3](=[O:4])[c:5]1[cH:6][c:7]2[c:8]([s:15]1)[C:9](=[O:14])[NH:10][CH2:11][CH2:12][CH2:13]2.[OH2:16].[OH:24][C:25]([C:26]([F:27])([F:28])[F:29])=[O:30]>>[Cl:1][CH2:2][CH2:3][c:5]1[cH:6][c:7]2[c:8]([s:15]1)[C:9](=[O:14])[NH:10][CH2:11][CH2:12][CH2:13]2. The reactants are N1=CC(=CC2=CC=CC=C12)OC1=C(C=CC=C1)C(C)=O (1-[2-(quinolin-3-yloxy)-phenyl]-ethanone), Cl.NO (hydroxylamine hydrochloride), Cl (hydrochloric acid). Run in N1=CC=CC=C1 (pyridine). Reaction conditions: time 24 hour. The product is N1=CC(=CC2=CC=CC=C12)OC1=C(C=CC=C1)C(C)=NO (1-[2-(quinolin-3-yloxy)-phenyl]-ethanone oxime). The yield is 111.1%. RXN SMILES: [N:1]1[C:10]2[C:5](=[CH:6][CH:7]=[CH:8][CH:9]=2)[CH:4]=[C:3]([O:11][C:12]2[CH:17]=[CH:16][CH:15]=[CH:14][C:13]=2[C:18](=O)[CH3:19])[CH:2]=1.Cl.[NH2:22][OH:23].Cl>N1C=CC=CC=1>[N:1]1[C:10]2[C:5](=[CH:6][CH:7]=[CH:8][CH:9]=2)[CH:4]=[C:3]([O:11][C:12]2[CH:17]=[CH:16][CH:15]=[CH:14][C:13]=2[C:18](=[N:22][OH:23])[CH3:19])[CH:2]=1 |f:1.2|. Reported procedure: 0.46 g of 1-[2-(quinolin-3-yloxy)-phenyl]-ethanone and 0.15 g of hydroxylamine hydrochloride were dissolved in 3 ml of pyridine and then the mixture was stirred for 24 hours at room temperature. After the reaction mixture was treated with dilute hydrochloric acid and separated with ethyl acetate, the organic layer was concentrated to obtain 0.54 g of 1-[2-(quinolin-3-yloxy)-phenyl]-ethanone oxime (Compound Number 23).